From a dataset of the Open Reaction Database (ORD), a public repository of structured organic reaction records. describe an organic reaction: reactants, conditions, products, and yield The reactants are CO, [Li+], C1CCOC1, [OH-], O, CCOC(=O)c1cccc(NC(=O)NC2CN(C(C)=O)c3ccc(C)cc3N(CC(=O)c3ccccc3C)C2=O)c1. The product is CC(=O)N1CC(NC(=O)Nc2cccc(C(=O)O)c2)C(=O)N(CC(=O)c2ccccc2C)c2cc(C)ccc21. Reaction SMILES: [CH3:50][OH:51].[Li+:44].[O:45]1[CH2:46][CH2:47][CH2:48][CH2:49]1.[OH-:43].[OH2:42].[c:1]1([CH3:41])[c:2]([C:7](=[O:8])[CH2:9][N:10]2[C:11](=[O:40])[CH:12]([NH:25][C:26](=[O:27])[NH:28][c:29]3[cH:30][c:31]([C:35](=[O:36])[O:37][CH2:38][CH3:39])[cH:32][cH:33][cH:34]3)[CH2:13][N:14]([C:22]([CH3:23])=[O:24])[c:15]3[c:16]2[cH:17][c:18]([CH3:21])[cH:19][cH:20]3)[cH:3][cH:4][cH:5][cH:6]1>>[c:1]1([CH3:41])[c:2]([C:7](=[O:8])[CH2:9][N:10]2[C:11](=[O:40])[CH:12]([NH:25][C:26](=[O:27])[NH:28][c:29]3[cH:30][c:31]([C:35](=[O:36])[OH:37])[cH:32][cH:33][cH:34]3)[CH2:13][N:14]([C:22]([CH3:23])=[O:24])[c:15]3[c:16]2[cH:17][c:18]([CH3:21])[cH:19][cH:20]3)[cH:3][cH:4][cH:5][cH:6]1.